Task: describe an organic reaction: reactants, conditions, products, and yield. Dataset: the Open Reaction Database (ORD), a public repository of structured organic reaction records Starting materials: CC1(CC2(C(NC(N2)=O)=O)CC(N1C)(C)C)C (7,7,8,9,9-pentamethyl-1,3,8-triazaspiro[4.5]decane-2,4-dione), O1C(COC(CCCCC(=O)OCC2CO2)=O)C1 (bis(2,3-epoxypropyl)adipate), [OH-].[K+] (potassium hydroxide). Run in C(C)(C)(C)O (t-butanol). Product: OC(COC(CCCCC(=O)OCC(CN1C(NC2(C1=O)CC(N(C(C2)(C)C)C)(C)C)=O)O)=O)CN2C(NC1(C2=O)CC(N(C(C1)(C)C)C)(C)C)=O (Bis[2-hydroxy-3-(7,7,8,9,9-pentamethyl-2,4-dioxo-1,3,8-triazaspiro[4.5]dec-3-yl)propyl]adipate). As a reaction SMILES: [CH3:1][C:2]1([CH3:17])[N:13]([CH3:14])[C:12]([CH3:16])([CH3:15])[CH2:11][C:4]2([NH:8][C:7](=[O:9])[NH:6][C:5]2=[O:10])[CH2:3]1.[O:18]1[CH2:35][CH:19]1[CH2:20][O:21][C:22](=[O:34])[CH2:23][CH2:24][CH2:25][CH2:26][C:27]([O:29][CH2:30][CH:31]1[O:33][CH2:32]1)=[O:28].[OH-:36].[K+]>C(O)(C)(C)C>[OH:18][CH:19]([CH2:35][N:6]1[C:5](=[O:36])[C:4]2([CH2:3][C:2]([CH3:1])([CH3:17])[N:13]([CH3:14])[C:12]([CH3:16])([CH3:15])[CH2:11]2)[NH:8][C:7]1=[O:9])[CH2:20][O:21][C:22](=[O:34])[CH2:23][CH2:24][CH2:25][CH2:26][C:27]([O:29][CH2:30][CH:31]([OH:33])[CH2:32][N:6]1[C:5](=[O:10])[C:4]2([CH2:3][C:2]([CH3:17])([CH3:1])[N:13]([CH3:14])[C:12]([CH3:16])([CH3:15])[CH2:11]2)[NH:8][C:7]1=[O:9])=[O:28] |f:2.3|. Procedure: 9.6 g of 7,7,8,9,9-pentamethyl-1,3,8-triazaspiro[4.5]decane-2,4-dione, 5.2 g of bis(2,3-epoxypropyl)adipate and 0.1 g of potassium hydroxide were reacted in 80 ml of t-butanol, following substantially the same procedure as in Example 1. The desired Compound No. 126 was obtained in the form of white crystals, melting at 180°-184° C.